From a dataset of the Open Reaction Database (ORD), a public repository of structured organic reaction records. describe an organic reaction: reactants, conditions, products, and yield The reactants are C(C1=CC=CC=C1)OC1=CC=C2C(=NC=NC2=C1)OC=1C=C(C=CC1)NC(=O)NC1=NOC(=C1)C(C)(C)C (1-(3-(7-(Benzyloxy)quinazolin-4-yloxy)phenyl)-3-(5-tert-butylisoxazol-3-yl)urea), FC(C(=O)O)(F)F (trifluoroacetic acid). Run at temperature 85 celsius. Product: C(C)(C)(C)C1=CC(=NO1)NC(=O)NC1=CC(=CC=C1)OC1=NC=NC2=CC(=CC=C12)O (1-(5-tert-butylisoxazol-3-yl)-3-(3-(7-hydroxyquinazolin-4-yloxy)phenyl)urea). Isolated yield 60.1%. Reaction SMILES: C([O:8][C:9]1[CH:18]=[C:17]2[C:12]([C:13]([O:19][C:20]3[CH:21]=[C:22]([NH:26][C:27]([NH:29][C:30]4[CH:34]=[C:33]([C:35]([CH3:38])([CH3:37])[CH3:36])[O:32][N:31]=4)=[O:28])[CH:23]=[CH:24][CH:25]=3)=[N:14][CH:15]=[N:16]2)=[CH:11][CH:10]=1)C1C=CC=CC=1.FC(F)(F)C(O)=O>>[C:35]([C:33]1[O:32][N:31]=[C:30]([NH:29][C:27]([NH:26][C:22]2[CH:23]=[CH:24][CH:25]=[C:20]([O:19][C:13]3[C:12]4[C:17](=[CH:18][C:9]([OH:8])=[CH:10][CH:11]=4)[N:16]=[CH:15][N:14]=3)[CH:21]=2)=[O:28])[CH:34]=1)([CH3:38])([CH3:36])[CH3:37]. Procedure: 1-(3-(7-(Benzyloxy)quinazolin-4-yloxy)phenyl)-3-(5-tert-butylisoxazol-3-yl)urea (725 mg, 1.42 mmol) was treated with trifluoroacetic acid (7 mL) and heated at 85° C. for 3h. The solvent was removed under reduced pressure and the residue dissolved in ethyl acetate/water. The solution was neutralized with saturated sodium bicarbonate (pH=8) and the organic layer separated. After extraction of the aqueous phase with ethyl acetate, the organic fractions were combined, dried (MgSO4) and concentrated ... The reactants are C=CCSC1(c2ccc(-c3ccccc3)cc2)CC(C(=O)OC)N(C(=O)OCc2ccccc2)C1, CO, CC#N, C[Si](C)(C)I. Yields the product C=CCSC1(c2ccc(-c3ccccc3)cc2)CNC(C(=O)OC)C1. Reaction SMILES: [CH2:1]([CH:2]=[CH2:3])[S:4][C:5]1([c:24]2[cH:25][cH:26][c:27](-[c:30]3[cH:31][cH:32][cH:33][cH:34][cH:35]3)[cH:28][cH:29]2)[CH2:6][CH:7]([C:20](=[O:21])[O:22][CH3:23])[N:8]([C:10]([O:11][CH2:12][c:13]2[cH:14][cH:15][cH:16][cH:17][cH:18]2)=[O:19])[CH2:9]1.[CH3:41][OH:42].[CH3:43][C:44]#[N:45].[I:36][Si:37]([CH3:38])([CH3:39])[CH3:40]>>[CH2:1]([CH:2]=[CH2:3])[S:4][C:5]1([c:24]2[cH:25][cH:26][c:27](-[c:30]3[cH:31][cH:32][cH:33][cH:34][cH:35]3)[cH:28][cH:29]2)[CH2:6][CH:7]([C:20](=[O:21])[O:22][CH3:23])[NH:8][CH2:9]1. Reactants: CC1(C)Oc2cc([N+](=O)[O-])ccc2C(N2Cc3ccccc3C2=O)C1O, CO. Product: CC1(C)Oc2cc(N)ccc2C(N2Cc3ccccc3C2=O)C1O. Reaction SMILES: [CH3:1][C:2]1([CH3:26])[O:3][c:4]2[c:5]([cH:19][cH:20][c:21]([N+:23]([O-:24])=[O:25])[cH:22]2)[CH:6]([N:9]2[C:10](=[O:18])[c:11]3[cH:12][cH:13][cH:14][cH:15][c:16]3[CH2:17]2)[CH:7]1[OH:8].[CH3:27][OH:28]>>[CH3:1][C:2]1([CH3:26])[O:3][c:4]2[c:5]([cH:19][cH:20][c:21]([NH2:23])[cH:22]2)[CH:6]([N:9]2[C:10](=[O:18])[c:11]3[cH:12][cH:13][cH:14][cH:15][c:16]3[CH2:17]2)[CH:7]1[OH:8]. The reactants are CO, CC(C)(C)C(=O)Nc1cccc(CN2C(C)(C)CCCC2(C)C)n1, Cl, [K+], [OH-]. Yields the product CC1(C)CCCC(C)(C)N1Cc1cccc(N)n1. RXN SMILES: [CH3:28][OH:29].[CH3:3][C:4]([CH3:5])([CH3:6])[C:25]([NH:7][c:8]1[n:9][c:10]([CH2:14][N:15]2[C:16]([CH3:23])([CH3:24])[CH2:17][CH2:18][CH2:19][C:20]2([CH3:21])[CH3:22])[cH:11][cH:12][cH:13]1)=[O:26].[ClH:27].[K+:2].[OH-:1]>>[NH2:7][c:8]1[n:9][c:10]([CH2:14][N:15]2[C:16]([CH3:23])([CH3:24])[CH2:17][CH2:18][CH2:19][C:20]2([CH3:21])[CH3:22])[cH:11][cH:12][cH:13]1. The reactants are CC(C)(C)OC(=O)NC1COCCC1Br, CN(C)C=O, [H-], [Na+]. Product: CC(C)(C)OC(=O)N1C2CCOCC21. RXN SMILES: [C:1]([CH3:2])([CH3:3])([CH3:4])[O:5][C:6]([NH:7][CH:8]1[CH2:9][O:10][CH2:11][CH2:12][CH:13]1[Br:14])=[O:15].[CH3:18][N:19]([CH3:20])[CH:21]=[O:22].[H-:16].[Na+:17]>>[C:1]([CH3:2])([CH3:3])([CH3:4])[O:5][C:6]([N:7]1[CH:8]2[CH2:9][O:10][CH2:11][CH2:12][CH:13]12)=[O:15]. The solvent is CO (methanol), O (water). Yields the product COC=1C(C(=C(C(C1OC)=O)CC=1C=CC(=C(C(=O)NC2=CC=C(C=C2)NC(=O)OC(C)(C)C)C1)O)C)=O (N-[5-(5,6-Dimethoxy-3-methyl-1,4-benzoquinon-2-yl)methyl-2-hydroxybenzoyl]-4-(tert-butoxycarbonyl)aminoaniline). Reactants: COC=1C(C(=C(C(C1OC)=O)CC=1C=CC(=C(C(=O)NC2=CC=C(C=C2)NC(=O)OC(C)(C)C)C1)OC(C)=O)C)=O (N-[5-(5,6-Dimethoxy-3-methyl-1,4-benzoquinon-2-yl)methyl-2-acetoxybenzoyl]-4-(tert-butoxycarbonyl)aminoaniline), C(O)([O-])=O.[Na+] (sodium hydrogencarbonate). Isolated yield 73.4%. Procedure: N-[5-(5,6-Dimethoxy-3-methyl-1,4-benzoquinon-2-yl)methyl-2-acetoxybenzoyl]-4-(tert-butoxycarbonyl)aminoaniline (0.140 g, 0.248 mmol) was dissolved in methanol (6 ml) and after adding thereto an aqueous saturated sodium hydrogencarbonate solution (2 ml), the solution was stirred at room temperature for 3 hours. After the completion of reaction, the reaction solution was diluted with water and extracted with ethyl acetate. The extract was washed with water and then dried, and the solvent was remov... RXN SMILES: [CH3:1][O:2][C:3]1[C:4](=[O:41])[C:5]([CH3:40])=[C:6]([CH2:12][C:13]2[CH:14]=[CH:15][C:16]([O:36]C(=O)C)=[C:17]([CH:35]=2)[C:18]([NH:20][C:21]2[CH:26]=[CH:25][C:24]([NH:27][C:28]([O:30][C:31]([CH3:34])([CH3:33])[CH3:32])=[O:29])=[CH:23][CH:22]=2)=[O:19])[C:7](=[O:11])[C:8]=1[O:9][CH3:10].C(=O)([O-])O.[Na+]>CO.O>[CH3:1][O:2][C:3]1[C:4](=[O:41])[C:5]([CH3:40])=[C:6]([CH2:12][C:13]2[CH:14]=[CH:15][C:16]([OH:36])=[C:17]([CH:35]=2)[C:18]([NH:20][C:21]2[CH:26]=[CH:25][C:24]([NH:27][C:28]([O:30][C:31]([CH3:32])([CH3:33])[CH3:34])=[O:29])=[CH:23][CH:22]=2)=[O:19])[C:7](=[O:11])[C:8]=1[O:9][CH3:10] |f:1.2|.